This data is from the Open Reaction Database (ORD), a public repository of structured organic reaction records. The task is: describe an organic reaction: reactants, conditions, products, and yield Reactants: COC1=NC=CC(=C1)C1=NC(=CC=C1C)NC(=O)C1(CC1)C1=CC=C(C=C1)OC (N-(2′-Methoxy-3-methyl-2,4′-bipyridin-6-yl)-1-(4-methoxyphenyl)cyclopropanecarboxamide), C[Si](C)(C)I (Trimethylsilyliodide). Run in C(Cl)(Cl)Cl (chloroform). Reaction conditions: time 4 hour. The product is COC1=CC=C(C=C1)C1(CC1)C(=O)NC1=NC(=C(C=C1)C)C1=CC(NC=C1)=O (1-(4-methoxyphenyl)-N-(5-methyl-6-(2-oxo-1,2-dihydropyridin-4-yl)pyridin-2-yl)cyclo-propanecarboxamide). As a reaction SMILES: C[O:2][C:3]1[CH:8]=[C:7]([C:9]2[C:14]([CH3:15])=[CH:13][CH:12]=[C:11]([NH:16][C:17]([C:19]3([C:22]4[CH:27]=[CH:26][C:25]([O:28][CH3:29])=[CH:24][CH:23]=4)[CH2:21][CH2:20]3)=[O:18])[N:10]=2)[CH:6]=[CH:5][N:4]=1.C[Si](I)(C)C>C(Cl)(Cl)Cl>[CH3:29][O:28][C:25]1[CH:26]=[CH:27][C:22]([C:19]2([C:17]([NH:16][C:11]3[CH:12]=[CH:13][C:14]([CH3:15])=[C:9]([C:7]4[CH:6]=[CH:5][NH:4][C:3](=[O:2])[CH:8]=4)[N:10]=3)=[O:18])[CH2:21][CH2:20]2)=[CH:23][CH:24]=1. Reported procedure: N-(2′-Methoxy-3-methyl-2,4′-bipyridin-6-yl)-1-(4-methoxyphenyl)cyclopropanecarboxamide (TFA salt) (˜39 mg, ˜0.10 mmol) was dissolved in chloroform (1 mL) in a reaction tube. Trimethylsilyliodide (56 μL, 0.40 mmol was added and the reaction mixture was stirred at room temperature for 4 hours. The resulting material was filtered and evaporated under reduced pressure. The crude product was dissolved in DMSO (1 mL), filtered, and purified by reverse phase preparative HPLC to yield 1-(4-methoxyphenyl... Starting materials: CC(C)C(CC)(O)C (2,3-dimethylpentan-3-ol), C[Li] (methyllithium), O (water), ClC(=O)OCC=C (allyl chloroformate). The solvent is O1CCCC1 (tetrahydrofuran), C(C)OCC (diethyl ether), O1CCCC1 (tetrahydrofuran). Reaction conditions: temperature 0 celsius, time 18 hour. Product: C(OC(C(C)C)(CC)C)(OCC=C)=O (2,3-dimethylpent-3-yl allyl carbonate). Isolated yield 53.9%. As a reaction SMILES: [CH3:1][CH:2]([C:4]([CH3:8])([OH:7])[CH2:5][CH3:6])[CH3:3].C[Li].Cl[C:12]([O:14][CH2:15][CH:16]=[CH2:17])=[O:13].O>O1CCCC1.C(OCC)C>[C:12](=[O:13])([O:14][CH2:15][CH:16]=[CH2:17])[O:7][C:4]([CH3:8])([CH2:5][CH3:6])[CH:2]([CH3:3])[CH3:1]. Reported procedure: To a solution of 11.62 grams (0.1 mole) of 2,3-dimethylpentan-3-ol in 75 milliliters of anhydrous tetrahydrofuran at 0° C was added one equivalent of methyllithium in diethyl ether, followed by 12.1 grams (0.10 mole) of allyl chloroformate in 25 milliliters of anhydrous tetrahydrofuran. During both additions the temperature was maintained at 0° C. After the last addition was complete the reaction mixture was stirred for about 18 hours and allowed to warm to ambient temperature. The reaction mixt... Starting materials: CCCC[Sn](Cl)(CCCC)CCCC, C1CCOC1, CCOC(C)=O, FC(F)(F)Sc1ncn2ccsc12. Yields the product CCCC[Sn](CCCC)(CCCC)c1cn2cnc(SC(F)(F)F)c2s1. RXN SMILES: [CH2:14]([CH2:15][CH2:16][CH3:17])[Sn:18]([CH2:19][CH2:20][CH2:21][CH3:22])([CH2:23][CH2:24][CH2:25][CH3:26])[Cl:27].[CH2:34]1[O:35][CH2:36][CH2:37][CH2:38]1.[CH3:28][CH2:29][O:30][C:31](=[O:32])[CH3:33].[F:1][C:2]([S:3][c:4]1[n:5][cH:6][n:7]2[c:8]1[s:9][cH:10][cH:11]2)([F:12])[F:13]>>[F:1][C:2]([S:3][c:4]1[n:5][cH:6][n:7]2[c:8]1[s:9][c:10]([Sn:18]([CH2:14][CH2:15][CH2:16][CH3:17])([CH2:19][CH2:20][CH2:21][CH3:22])[CH2:23][CH2:24][CH2:25][CH3:26])[cH:11]2)([F:12])[F:13].